This data is from the Open Reaction Database (ORD), a public repository of structured organic reaction records. The task is: describe an organic reaction: reactants, conditions, products, and yield Reactants: CC(=O)c1nc2ccccc2cc1OS(=O)(=O)c1ccc(C)cc1, C1CCOC1, C[Mg+], [Cl-], [Cl-], Cl, [NH4+]. Yields the product Cc1ccc(S(=O)(=O)Oc2cc3ccccc3nc2C(C)(C)O)cc1. RXN SMILES: [C:1]([CH3:2])(=[O:3])[c:4]1[n:5][c:6]2[cH:7][cH:8][cH:9][cH:10][c:11]2[cH:12][c:13]1[O:14][S:15](=[O:16])(=[O:17])[c:18]1[cH:19][cH:20][c:21]([CH3:24])[cH:22][cH:23]1.[CH2:31]1[O:32][CH2:33][CH2:34][CH2:35]1.[CH3:26][Mg+:27].[Cl-:25].[Cl-:28].[ClH:30].[NH4+:29]>>[C:1]([CH3:2])([OH:3])([c:4]1[n:5][c:6]2[cH:7][cH:8][cH:9][cH:10][c:11]2[cH:12][c:13]1[O:14][S:15](=[O:16])(=[O:17])[c:18]1[cH:19][cH:20][c:21]([CH3:24])[cH:22][cH:23]1)[CH3:26]. The reactants are CC(C)(C)OC(=O)CON=C(C(=O)OC(c1ccccc1)c1ccccc1)c1nsc(N)n1, CCOC(C)=O, CC(C)(C)ON=O, C1CCOC1, O. The product is CC(C)(C)OC(=O)CON=C(C(=O)OC(c1ccccc1)c1ccccc1)c1ncsn1. Reaction SMILES: [C:8]([CH3:9])([CH3:10])([CH3:11])[O:12][C:13](=[O:14])[CH2:15][O:16][N:17]=[C:18]([C:19](=[O:20])[O:21][CH:22]([c:23]1[cH:24][cH:25][cH:26][cH:27][cH:28]1)[c:29]1[cH:30][cH:31][cH:32][cH:33][cH:34]1)[c:35]1[n:36][s:37][c:38]([NH2:40])[n:39]1.[CH3:41][CH2:42][O:43][C:44](=[O:45])[CH3:46].[N:1]([O:2][C:3]([CH3:4])([CH3:5])[CH3:6])=[O:7].[O:48]1[CH2:49][CH2:50][CH2:51][CH2:52]1.[OH2:47]>>[C:8]([CH3:9])([CH3:10])([CH3:11])[O:12][C:13](=[O:14])[CH2:15][O:16][N:17]=[C:18]([C:19](=[O:20])[O:21][CH:22]([c:23]1[cH:24][cH:25][cH:26][cH:27][cH:28]1)[c:29]1[cH:30][cH:31][cH:32][cH:33][cH:34]1)[c:35]1[n:36][s:37][cH:38][n:39]1. Reactants: CCC(COC)Oc1cc(OCc2ccccc2)cc(C(=O)OC)c1, CO, [Li+], [OH-], O. As a reaction SMILES: [CH3:1][O:2][CH2:3][CH:4]([CH2:5][CH3:6])[O:7][c:8]1[cH:9][c:10]([C:11](=[O:12])[O:13][CH3:14])[cH:15][c:16]([O:18][CH2:19][c:20]2[cH:21][cH:22][cH:23][cH:24][cH:25]2)[cH:17]1.[CH3:26][OH:27].[Li+:28].[OH-:29].[OH2:30]>>[CH3:1][O:2][CH2:3][CH:4]([CH2:5][CH3:6])[O:7][c:8]1[cH:9][c:10]([C:11](=[O:12])[OH:13])[cH:15][c:16]([O:18][CH2:19][c:20]2[cH:21][cH:22][cH:23][cH:24][cH:25]2)[cH:17]1. The product is CCC(COC)Oc1cc(OCc2ccccc2)cc(C(=O)O)c1. Reactants: CCOC(=O)CC(=O)OCC, CCO, CC(C)(C)OC(=O)N1CCC(OS(=O)(=O)c2ccccc2)CC1. The product is CCOC(=O)C(C(=O)OCC)C1CCN(C(=O)OC(C)(C)C)CC1. As a reaction SMILES: [C:24]([CH2:25][C:26](=[O:27])[O:28][CH2:29][CH3:30])(=[O:31])[O:32][CH2:33][CH3:34].[CH3:35][CH2:36][OH:37].[c:1]1([S:2]([O:3][CH:11]2[CH2:12][CH2:13][N:14]([C:17](=[O:18])[O:19][C:20]([CH3:21])([CH3:22])[CH3:23])[CH2:15][CH2:16]2)(=[O:4])=[O:5])[cH:6][cH:7][cH:8][cH:9][cH:10]1>>[CH:11]1([CH:25]([C:24](=[O:31])[O:32][CH2:33][CH3:34])[C:26](=[O:27])[O:28][CH2:29][CH3:30])[CH2:12][CH2:13][N:14]([C:17](=[O:18])[O:19][C:20]([CH3:21])([CH3:22])[CH3:23])[CH2:15][CH2:16]1. The reactants are C(C)(C)NC(C)C.[Li] (Lithium diisopropylamine), ClC1=NC(=CC=C1)Cl (2,6-dichloropyridine), ClC1=C(C=O)C=CC=C1 (2-Chlorobenzaldehyde). The solvent is C1CCOC1 (THF). Reaction conditions: temperature -78 celsius, time 15 minute. Yields the product ClC1=C(C=CC=C1)C(O)C=1C(=NC(=CC1)Cl)Cl ((2-chloro-phenyl)-(2,6-dichloro-pyridin-3-yl)-methanol). Yield: 62.5%. RXN SMILES: [Cl:1][C:2]1[CH:7]=[CH:6][CH:5]=[C:4]([Cl:8])[N:3]=1.C(NC(C)C)(C)C.[Li].[Cl:17][C:18]1[CH:25]=[CH:24][CH:23]=[CH:22][C:19]=1[CH:20]=[O:21]>C1COCC1>[Cl:17][C:18]1[CH:25]=[CH:24][CH:23]=[CH:22][C:19]=1[CH:20]([C:7]1[C:2]([Cl:1])=[N:3][C:4]([Cl:8])=[CH:5][CH:6]=1)[OH:21] |f:1.2,^1:15|. Procedure details: 2,6-dichloropyridine (10.0 g, 67.6 mmol) was dissolved in 220 mL of dry THF and the reaction mixture was cooled to −78° C. under argon. Lithium diisopropylamine (60 mL, 118 mmol, 2M in heptanes) was added to the reaction mixture over 12 minutes via cannula, and the reaction mixture was stirred for 15 minutes at −78° C. 2-Chlorobenzaldehyde (16 mL, 141.96 mmol) was added dropwise, and the reaction mixture was stirred for 30 minutes at −78° C. The reaction was quenched by addition of 80 mL saturat...